This data is from the Open Reaction Database (ORD), a public repository of structured organic reaction records. The task is: describe an organic reaction: reactants, conditions, products, and yield Starting materials: C(C)(C)(C)[C@@H]1CC[C@H](CC1)OC=1C=C2C(=CC(=NC2=CC1)CN1CC(C1)C(=O)O)C(F)(F)F (1-[6-(trans-4-tert-Butyl-cyclohexyloxy)-4-trifluoromethyl-quinolin-2-ylmethyl]-azetidine-3-carboxylic acid), COC(=O)C1CN(C1)CC1=NC2=CC=C(C=C2C(=C1)C)O[C@@H]1CC[C@H](CC1)C(C)(C)C (1-[6-(trans-4-tert-Butyl-cyclohexyloxy)-4-methyl-quinolin-2-ylmethyl]azetidine-3-carboxylic acid methyl ester). Yields the product C(C)(C)(C)[C@@H]1CC[C@H](CC1)OC=1C=C2C(=CC(=NC2=CC1)CN1CC(C1)C(=O)O)C (1-[6-(trans-4-tert-Butyl-cyclohexyloxy)-4-methyl-quinolin-2-ylmethyl]-azetidine-3-carboxylic acid). As a reaction SMILES: [C:1]([C@H:5]1[CH2:10][CH2:9][C@H:8]([O:11][C:12]2[CH:13]=[C:14]3[C:19](=[CH:20][CH:21]=2)[N:18]=[C:17]([CH2:22][N:23]2[CH2:26][CH:25]([C:27]([OH:29])=[O:28])[CH2:24]2)[CH:16]=[C:15]3[C:30](F)(F)F)[CH2:7][CH2:6]1)([CH3:4])([CH3:3])[CH3:2].COC(C1CN(CC2C=C(C)C3C(=CC=C(O[C@H]4CC[C@H](C(C)(C)C)CC4)C=3)N=2)C1)=O>>[C:1]([C@H:5]1[CH2:6][CH2:7][C@H:8]([O:11][C:12]2[CH:13]=[C:14]3[C:19](=[CH:20][CH:21]=2)[N:18]=[C:17]([CH2:22][N:23]2[CH2:24][CH:25]([C:27]([OH:29])=[O:28])[CH2:26]2)[CH:16]=[C:15]3[CH3:30])[CH2:9][CH2:10]1)([CH3:4])([CH3:3])[CH3:2]. Reported procedure: Synthesized as per 1-[6-(trans-4-tert-Butyl-cyclohexyloxy)-4-trifluoromethyl-quinolin-2-ylmethyl]-azetidine-3-carboxylic acid using 1-[6-(trans-4-tert-Butyl-cyclohexyloxy)-4-methyl-quinolin-2-ylmethyl]azetidine-3-carboxylic acid methyl ester as starting material. ESI-MS(M+H+): 411.30; 1H NMR (400 MHz, METHANOL-d4) Shift 7.97 (d, J=9.29 Hz, 1H), 7.41 (dd, J=2.64, 9.16 Hz, 1H), 7.36 (d, J=2.51 Hz, 1H), 7.27 (s, 1H), 4.73 (s, 2H), 4.45-4.59 (m, 4H), 4.36-4.45 (m, 1H), 3.71-3.86 (m, 1H), 2.69 (s, 3H... Reactants: SC=1SC(=C(N1)C)CC(=O)OC (methyl 2-mercapto-4-methyl-1,3-thiazol-5-yl-acetate), BrCC1=C(C(=O)OC)C=CC=C1 (methyl 2-bromomethylbenzoate). Run in CN(C)C=O (DMF), C([O-])([O-])=O.[K+].[K+] (potassium carbonate). Run at time 1 hour. The product is COC(=O)C1=C(CSC=2SC(=C(N2)C)CC(=O)OC)C=CC=C1 (Methyl [2-(2-methoxycarbonylbenzyl)thio-4-methyl-1,3-thiazol-5-yl]acetate). Isolated yield 79.0%. Reaction SMILES: [SH:1][C:2]1[S:3][C:4]([CH2:8][C:9]([O:11][CH3:12])=[O:10])=[C:5]([CH3:7])[N:6]=1.Br[CH2:14][C:15]1[CH:24]=[CH:23][CH:22]=[CH:21][C:16]=1[C:17]([O:19][CH3:20])=[O:18]>CN(C=O)C.C(=O)([O-])[O-].[K+].[K+]>[CH3:20][O:19][C:17]([C:16]1[CH:21]=[CH:22][CH:23]=[CH:24][C:15]=1[CH2:14][S:1][C:2]1[S:3][C:4]([CH2:8][C:9]([O:11][CH3:12])=[O:10])=[C:5]([CH3:7])[N:6]=1)=[O:18] |f:3.4.5|. Reported procedure: 4.1 g of methyl 2-mercapto-4-methyl-1,3-thiazol-5-yl-acetate were dissolved in 50 ml of DMF and, in the presence of 5 g of ground potassium carbonate, 5.1 g of methyl 2-bromomethylbenzoate were added dropwise. After the evolution of heat had subsided, the mixture was stirred for 1 h, filtered, and DMF was removed in a rotary evaporator. The residue was taken up in ethyl acetate and washed 2× with water. The organic phase was dried, and the solvent was removed in vacuo. 5.6 g of an oil were obtai... The reactants are S(=O)(=O)([O-])[O-].[Na+].[Na+] (sodium sulfate), COC(=O)[C@H]1CC=CC[C@@H]1C(=O)OC ((4S,5S)-4,5-bis(methoxycarbonyl)-1-cyclohexene), [H-].[Al+3].[Li+].[H-].[H-].[H-] (lithium aluminum hydride), S(=O)(=O)([O-])[O-].[Na+].[Na+] (sodium sulfate). Run in CCOCC (ether). Reaction conditions: temperature 0 celsius, time 2 hour. Yields the product OC[C@H]1CC=CC[C@@H]1CO ((4S,5S)4,5-bis(hydroxymethyl)-1-cyclohexene). The yield is 81.5%. Reaction SMILES: C[O:2][C:3]([C@@H:5]1[C@@H:10]([C:11](OC)=[O:12])[CH2:9][CH:8]=[CH:7][CH2:6]1)=O.[H-].[Al+3].[Li+].[H-].[H-].[H-].S([O-])([O-])(=O)=O.[Na+].[Na+]>CCOCC>[OH:2][CH2:3][C@@H:5]1[C@@H:10]([CH2:11][OH:12])[CH2:9][CH:8]=[CH:7][CH2:6]1 |f:1.2.3.4.5.6,7.8.9|. Procedure details: In an atmosphere of argon gas, an ethereal solution (10 ml) of (4S,5S)-4,5-bis(methoxycarbonyl)-1-cyclohexene (1.86 g, 9.4 mmoles) was slowly added at 0° C. to a suspension (100 ml) of lithium aluminum hydride (713 mg, 18.8 mmoles) in ether, and the resulting mixture was stirred at 0° C. for 2 hours. After adding a saturated aqueous solution of sodium sulfate to the reaction mixture and decomposing the excessive reductant, anhydrous sodium sulfate was added and the whole mixture was stirred for ... Starting materials: CCC(C)C(NC(C)=O)C(=O)O, CC(=O)NC(CC(C)C)C(=O)O, [Na+], [OH-], O. Yields the product CC(C)CC(N)C(=O)O. As a reaction SMILES: [C:13]([NH:14][CH:15]([C:16]([OH:17])=[O:18])[CH:19]([CH2:20][CH3:21])[CH3:22])(=[O:23])[CH3:24].[C:1](=[O:2])([CH3:3])[NH:4][CH:5]([CH2:6][CH:7]([CH3:8])[CH3:9])[C:10](=[O:11])[OH:12].[Na+:26].[OH-:25].[OH2:27]>>[NH2:4][CH:5]([CH2:6][CH:7]([CH3:8])[CH3:9])[C:10](=[O:11])[OH:12].